This data is from the Open Reaction Database (ORD), a public repository of structured organic reaction records. The task is: describe an organic reaction: reactants, conditions, products, and yield The reactants are FC(/C=C/C1=CC(=C(C(=O)OC)C=C1)OC)(F)F ((E)-methyl 4-(3,3,3-trifluoroprop-1-enyl)-2-methoxybenzoate), [OH-].[Na+] (NaOH). Solvent: CO (MeOH). Reaction conditions: temperature 65 celsius, time 8 hour. Yields the product FC(/C=C/C1=CC(=C(C(=O)O)C=C1)OC)(F)F ((E)-4-(3,3,3-Trifluoroprop-1-enyl)-2-methoxybenzoic acid). As a reaction SMILES: [F:1][C:2]([F:18])([F:17])/[CH:3]=[CH:4]/[C:5]1[CH:14]=[CH:13][C:8]([C:9]([O:11]C)=[O:10])=[C:7]([O:15][CH3:16])[CH:6]=1.[OH-].[Na+]>CO>[F:1][C:2]([F:17])([F:18])/[CH:3]=[CH:4]/[C:5]1[CH:14]=[CH:13][C:8]([C:9]([OH:11])=[O:10])=[C:7]([O:15][CH3:16])[CH:6]=1 |f:1.2|. Reported procedure: A mixture of (E)-methyl 4-(3,3,3-trifluoroprop-1-enyl)-2-methoxybenzoate (340 mg, 0.0013 mol), MeOH (20 mL), and 2 N aqueous NaOH solution (1.5 mL) was stirred at 65° C. overnight. The solvents were removed under reduced pressure and the residue was treated with water, acidified with 1N HCl to pH 2-3, and extracted with EtOAc (50 mL×3). The combined organic layers were washed with brine, dried (Na2SO4), filtered and concentrated under vacuum to give the product as a white solid. LC-MS: 2.59 min,... The reactants are COC=1C=C2C(NC=NC2=CC1OC)=O (6,7-dimethoxy-4(3H)-quinazolone), Br (hydrobromic acid), N1=CC=CC=C1.Cl (pyridine hydrochloric acid), COCCOC=1C=C2C(=CC1OCCOC)N=CN=C2NC=3C=CC=C(C3)C#C.Cl (erlotinib hydrochloride). Reported procedure: A method for the preparation of erlotinib hydrochloride was disclosed in US 2009/0306377. The method, illustrated in Scheme 2, involves treating 6,7-dimethoxy-4(3H)-quinazolone (5) with hydrobromic acid or pyridine-hydrochloric acid to afford 6,7-dihydroxy-4(3H)-quinazolone (6), which was diacetylated with acetic anhydride to afford diester (7), which was treated with oxalyl chloride/DMF to afford 4-chloro-6,7-diacetoxyquinazoline (8). Compound (8) was condensed with 3-ethynylaniline to afford N... As a reaction SMILES: COCCOC1C=C2C(NC3C=CC=C(C#C)C=3)=NC=NC2=CC=1OCCOC.Cl.C[O:32][C:33]1[CH:34]=[C:35]2[C:40](=[CH:41][C:42]=1[O:43]C)[N:39]=[CH:38][NH:37][C:36]2=[O:45].Br.N1C=CC=CC=1.Cl>>[OH:32][C:33]1[CH:34]=[C:35]2[C:40](=[CH:41][C:42]=1[OH:43])[N:39]=[CH:38][NH:37][C:36]2=[O:45] |f:0.1,4.5|. Product: OC=1C=C2C(NC=NC2=CC1O)=O (6,7-dihydroxy-4(3H)-quinazolone). The reactants are CC1=CC=C(C=C1)OC2=CC=C(C=C2)C (4,4'-dimethyldiphenyl ether), C(C)(=O)CC(C)=O (acetylacetone). Product: CC1=CC2=C(OC3=C2C=C(C=C3)C)C=C1 (2.8-dimethyldibenzofuran). As a reaction SMILES: [CH3:1][C:2]1[CH:7]=[CH:6][C:5]([O:8][C:9]2[CH:14]=[CH:13][C:12]([CH3:15])=[CH:11][CH:10]=2)=[CH:4][CH:3]=1.C(CC(=O)C)(=O)C>>[CH3:1][C:2]1[CH:3]=[CH:4][C:5]2[O:8][C:9]3[CH:14]=[CH:13][C:12]([CH3:15])=[CH:11][C:10]=3[C:6]=2[CH:7]=1. Reported procedure: By treating 4,4'-dimethyldiphenyl ether under the same reaction conditions as in Example 2 except that acetylacetone was not added, 1.3 g (6.8 m. moles) of 2.8-dimethyldibenzofuran was obtained and 0.36 g (0.9 m. mole) of the dimer also obtained. Reactants: CN(c1cc(CBr)cc(-c2nnc(C(C)(Cc3ccccc3)NC(=O)OC(C)(C)C)o2)c1)S(C)(=O)=O, C[Si](C)(C)[N-][Si](C)(C)C, OC1CCC1, [Na+], CN(C)C=O, O. Product: CN(c1cc(COC2CCC2)cc(-c2nnc(C(C)(Cc3ccccc3)NC(=O)OC(C)(C)C)o2)c1)S(C)(=O)=O. RXN SMILES: [C:16]([CH3:17])([CH3:18])([CH3:19])[O:20][C:21](=[O:22])[NH:23][C:24]([CH2:25][c:26]1[cH:27][cH:28][cH:29][cH:30][cH:31]1)([CH3:32])[c:33]1[n:34][n:35][c:36](-[c:38]2[cH:39][c:40]([N:46]([S:47](=[O:48])(=[O:49])[CH3:50])[CH3:51])[cH:41][c:42]([CH2:44][Br:45])[cH:43]2)[o:37]1.[CH3:6][Si:7]([N-:8][Si:9]([CH3:10])([CH3:11])[CH3:12])([CH3:13])[CH3:14].[CH:1]1([OH:5])[CH2:2][CH2:3][CH2:4]1.[Na+:15].[O:52]=[CH:53][N:54]([CH3:55])[CH3:56].[OH2:57]>>[CH:1]1([O:5][CH2:44][c:42]2[cH:41][c:40]([N:46]([S:47](=[O:48])(=[O:49])[CH3:50])[CH3:51])[cH:39][c:38](-[c:36]3[n:35][n:34][c:33]([C:24]([NH:23][C:21]([O:20][C:16]([CH3:17])([CH3:18])[CH3:19])=[O:22])([CH2:25][c:26]4[cH:27][cH:28][cH:29][cH:30][cH:31]4)[CH3:32])[o:37]3)[cH:43]2)[CH2:2][CH2:3][CH2:4]1. The reactants are solution, C(=O)(C(F)(F)F)O (TFA), CS(=O)C1=CN(C2=CC(=CC=C12)C(=O)N1C[C@@H](CC1)NC(OC(C)(C)C)=O)C1=NC=C(C=N1)C1=CC=CC=C1 (tert-Butyl ((3R)-1-(3-(methylsulfinyl)-1-(5-phenylpyrimidin-2-yl)-1H-indole-6-carbonyl)pyrrolidin-3-yl)carbamate). The solvent is ClCCl (dichloromethane), ClCCl (dichloromethane). Conditions: time 3 hour. Yields the product N[C@H]1CN(CC1)C(=O)C1=CC=C2C(=CN(C2=C1)C1=NC=C(C=N1)C1=CC=CC=C1)S(=O)C (((R)-3-Aminopyrrolidin-1-yl)(3-(methylsulfinyl)-1-(5-phenylpyrimidin-2-yl)-1H-indol-6-yl)methanone). RXN SMILES: C(O)(C(F)(F)F)=O.[CH3:8][S:9]([C:11]1[C:19]2[C:14](=[CH:15][C:16]([C:20]([N:22]3[CH2:26][CH2:25][C@@H:24]([NH:27]C(=O)OC(C)(C)C)[CH2:23]3)=[O:21])=[CH:17][CH:18]=2)[N:13]([C:35]2[N:40]=[CH:39][C:38]([C:41]3[CH:46]=[CH:45][CH:44]=[CH:43][CH:42]=3)=[CH:37][N:36]=2)[CH:12]=1)=[O:10]>ClCCl>[NH2:27][C@@H:24]1[CH2:25][CH2:26][N:22]([C:20]([C:16]2[CH:15]=[C:14]3[C:19]([C:11]([S:9]([CH3:8])=[O:10])=[CH:12][N:13]3[C:35]3[N:40]=[CH:39][C:38]([C:41]4[CH:46]=[CH:45][CH:44]=[CH:43][CH:42]=4)=[CH:37][N:36]=3)=[CH:18][CH:17]=2)=[O:21])[CH2:23]1. Procedure details: A 4M solution of TFA in dichloromethane (5.22 mL, 20.91 mmol) was added to 223d) (0.28 g, 0.52 mmol) in dichloromethane (16 mL) and the resulting mixture was stirred at room temperature for 3 h. The solution was concentrated, diluted with dichloromethane (40 mL), then washed with saturated potassium carbonate solution (2×20 mL) and dried over sodium sulfate. After evaporation of the solvent, the remnant was triturated with ether, pentane and acetone. Light yellow solid. Yield: 0.11 g (46% of the... Starting materials: ClCCl, CN, CN(C)C=O, O=C(Cl)c1cc(-c2cccnc2)n2c1CSC2, Cl. Yields the product CNC(=O)c1cc(-c2cccnc2)n2c1CSC2. Reaction SMILES: [CH2:21]([Cl:22])[Cl:23].[CH3:19][NH2:20].[CH3:24][N:25]([CH3:26])[CH:27]=[O:28].[Cl:2][C:3](=[O:4])[c:5]1[cH:6][c:7](-[c:13]2[cH:14][n:15][cH:16][cH:17][cH:18]2)[n:8]2[c:12]1[CH2:11][S:10][CH2:9]2.[ClH:1]>>[C:3](=[O:4])([c:5]1[cH:6][c:7](-[c:13]2[cH:14][n:15][cH:16][cH:17][cH:18]2)[n:8]2[c:12]1[CH2:11][S:10][CH2:9]2)[NH:20][CH3:19]. Reactants: C1=C(C=CC2=CC=CC=C12)C(CC#N)=O (3-(naphthalen-2-yl)-3-oxopropionitrile), C(C1=CC=CC=C1)NN (benzyl hydrazine). Yields the product C(C1=CC=CC=C1)N1N=C(C=C1N)C1=CC2=CC=CC=C2C=C1 (2-benzyl-5-(2-naphthyl)-2H-pyrazol-3-ylamine). RXN SMILES: [CH:1]1[C:10]2[C:5](=[CH:6][CH:7]=[CH:8][CH:9]=2)[CH:4]=[CH:3][C:2]=1[C:11](=O)[CH2:12][C:13]#[N:14].[CH2:16]([NH:23][NH2:24])[C:17]1[CH:22]=[CH:21][CH:20]=[CH:19][CH:18]=1>>[CH2:16]([N:23]1[C:13]([NH2:14])=[CH:12][C:11]([C:2]2[CH:3]=[CH:4][C:5]3[C:10](=[CH:9][CH:8]=[CH:7][CH:6]=3)[CH:1]=2)=[N:24]1)[C:17]1[CH:22]=[CH:21][CH:20]=[CH:19][CH:18]=1. Procedure details: 900 mg of 2-benzyl-5-(2-naphthyl)-2H-pyrazol-3-ylamine obtained from 3-(naphthalen-2-yl)-3-oxopropionitrile and benzyl hydrazine in the similar method as described in Production example 30 was subjected to the similar reaction as described in Production example 31, to afford 770 mg of the title compound as a pale yellow powder. Starting materials: ClCCBr, CC(C)[N-]C(C)C, [Li+], CCOC(=O)C1CCCN(C(=O)OC(C)(C)C)C1, C1CCOC1. Yields the product CCOC(=O)C1(CCCl)CCCN(C(=O)OC(C)(C)C)C1. RXN SMILES: [Br:32][CH2:33][CH2:34][Cl:35].[CH:1]([N-:2][CH:3]([CH3:4])[CH3:5])([CH3:6])[CH3:7].[Li+:8].[N:9]1([C:20](=[O:21])[O:22][C:23]([CH3:24])([CH3:25])[CH3:26])[CH2:10][CH:11]([C:15](=[O:16])[O:17][CH2:18][CH3:19])[CH2:12][CH2:13][CH2:14]1.[O:27]1[CH2:28][CH2:29][CH2:30][CH2:31]1>>[N:9]1([C:20](=[O:21])[O:22][C:23]([CH3:24])([CH3:25])[CH3:26])[CH2:10][C:11]([C:15](=[O:16])[O:17][CH2:18][CH3:19])([CH2:33][CH2:34][Cl:35])[CH2:12][CH2:13][CH2:14]1. The reactants are C(C1=CC=CC=C1)C1=NC=CC=C1 (2-benzylpyridine), [NH2-].[Na+] (sodium amide), CN(C1=CC=CC=C1)C (N, N-dimethylaniline). Yields the product NC1=NC(=CC=C1)CC1=CC=CC=C1 (2-amino-6-benzylpyridine). As a reaction SMILES: [CH2:1]([C:8]1[CH:13]=[CH:12][CH:11]=[CH:10][N:9]=1)[C:2]1[CH:7]=[CH:6][CH:5]=[CH:4][CH:3]=1.[NH2-].[Na+].C[N:17](C)C1C=CC=CC=1>>[NH2:17][C:10]1[CH:11]=[CH:12][CH:13]=[C:8]([CH2:1][C:2]2[CH:7]=[CH:6][CH:5]=[CH:4][CH:3]=2)[N:9]=1 |f:1.2|. Procedure: 2-benzylpyridine (Aldrich, 2.5 g, 0.015 mole), sodium amide (780 mg, 0.02 mole) and N, N-dimethylaniline (25 mL) were refluxed overnight. Contents were allowed to cool and partitioned between ether (Et2O) and water. The ether layer was dried (MgSO4) and concentrated in vacuo leaving an oil. The oil was purified by chromatography. The purified material was dissolved in 1N HCl, lyophilized, and triturated with EtOAc to give 2-amino-6-benzylpyridine as a white solid. This 2-amino-6-benzylpyridine (...